From a dataset of the Open Reaction Database (ORD), a public repository of structured organic reaction records. describe an organic reaction: reactants, conditions, products, and yield Starting materials: CC(CC(=O)NC1=NN2C(N=CC=C2)=C1C=1C=NC=CC1)(C)C (3,3-dimethyl-N-[3-(pyridin-3-yl)pyrazolo[1,5-a]pyrimidin-2-yl]butanamide), ClC1=CC=C(C=C1)/C=C/B(O)O (trans-2-(4-chlorophenyl)vinylboronic acid). Yields the product ClC1=CC=C(C=C1)/C=C/C=1C(=NN2C1N=CC=C2)NC(CC(C)(C)C)=O (N-{3-[(E)-2-(4-chlorophenyl)vinyl]pyrazolo[1,5-a]pyrimidin-2-yl}-3,3-dimethylbutanamide). Reaction SMILES: [CH3:1][C:2]([CH3:23])([CH3:22])[CH2:3][C:4]([NH:6][C:7]1[C:15]([C:16]2C=N[CH:19]=[CH:20][CH:21]=2)=[C:10]2[N:11]=[CH:12][CH:13]=[CH:14][N:9]2[N:8]=1)=[O:5].[Cl:24][C:25]1[CH:30]=CC(/C=C/B(O)O)=[CH:27][CH:26]=1>>[Cl:24][C:25]1[CH:30]=[CH:19][C:20](/[CH:21]=[CH:16]/[C:15]2[C:7]([NH:6][C:4](=[O:5])[CH2:3][C:2]([CH3:1])([CH3:22])[CH3:23])=[N:8][N:9]3[CH:14]=[CH:13][CH:12]=[N:11][C:10]=23)=[CH:27][CH:26]=1. Reported procedure: The product from Example 110B and trans-2-(4-chlorophenyl)vinylboronic acid were processed using the method analogous to that described in Example 110C to afford the title compound. H NMR (400 MHz, CD3OD) δ ppm 8.80 (dd, J=7.0, 1.7 Hz, 1H), 8.60 (dd, J=4.1, 1.6 Hz, 1H), 7.65 (d, J=16.3 Hz, 1H), 7.47-7.50 (m, 2H), 7.31-7.34 (m, 2H), 7.19 (d, J=16.5 Hz, 1H), 7.03 (dd, J=7.0, 4.1 Hz, 1H), 2.41-2.41 (bs, 2H), 1.17 (s, 9H); MS (ESI) m/z 369 (M+H)+. The reactants are O=C1NC2(CCCCC2)NC12CCCCC2, Cc1ccccc1, C1CN2CCN1CC2, O=C=Nc1cccc2ccccc12. Product: O=C(Nc1cccc2ccccc12)N1C(=O)C2(CCCCC2)NC12CCCCC2. Reaction SMILES: [CH2:1]1[CH2:2][CH2:3][CH2:4][CH2:5][C:6]12[NH:7][C:8]1([CH2:9][CH2:10][CH2:11][CH2:12][CH2:13]1)[NH:14][C:15]2=[O:16].[CH3:38][c:39]1[cH:40][cH:41][cH:42][cH:43][cH:44]1.[N:30]12[CH2:31][CH2:32][N:33]([CH2:34][CH2:35]1)[CH2:36][CH2:37]2.[c:17]1([N:27]=[C:28]=[O:29])[cH:18][cH:19][cH:20][c:21]2[cH:22][cH:23][cH:24][cH:25][c:26]12>>[CH2:1]1[CH2:2][CH2:3][CH2:4][CH2:5][C:6]12[NH:7][C:8]1([CH2:9][CH2:10][CH2:11][CH2:12][CH2:13]1)[N:14]([C:28]([NH:27][c:17]1[cH:18][cH:19][cH:20][c:21]3[cH:22][cH:23][cH:24][cH:25][c:26]13)=[O:29])[C:15]2=[O:16]. Starting materials: OC=1C(=CC=C2C=CC=NC12)C(=O)O (8-hydroxyquinoline-7-carboxylic acid), ClC1=CC=C(CN)C=C1 (4-chlorobenzylamine), P(Cl)(Cl)Cl (PCl3). Run in O (water), xylenes. Run at time 8 hour. Yields the product ClC1=CC=C(C=C1)CNC(=O)C1=CC=C2C=CC=NC2=C1O (N-[(4-Chlorophenyl)methyl]-8-hydroxy-7-quinolinecarboxamide). Isolated yield 21.3%. RXN SMILES: [OH:1][C:2]1[C:3]([C:12]([OH:14])=O)=[CH:4][CH:5]=[C:6]2[C:11]=1[N:10]=[CH:9][CH:8]=[CH:7]2.[Cl:15][C:16]1[CH:23]=[CH:22][C:19]([CH2:20][NH2:21])=[CH:18][CH:17]=1.P(Cl)(Cl)Cl>O>[Cl:15][C:16]1[CH:23]=[CH:22][C:19]([CH2:20][NH:21][C:12]([C:3]2[C:2]([OH:1])=[C:11]3[C:6]([CH:7]=[CH:8][CH:9]=[N:10]3)=[CH:5][CH:4]=2)=[O:14])=[CH:18][CH:17]=1. Procedure: A solution of 8-hydroxyquinoline-7-carboxylic acid (0.250 g) of Preparation 1 and 4-chlorobenzylamine (0.187 g) in 25 mL xylenes is heated to reflux. To this is added dropwise PCl3 (0.073 g). Refluxing is continued overnight. The reaction is then cooled and water is added to destroy excess PCl3. The resulting solid is collected and recrystallized from EtOAc/hexanes to yield 0.088 g of the title product as a yellow solid. Starting materials: [H-].[Na+] (NaH), O[C@H]1CN(CC1)C(=O)OC(C)(C)C ((R)-tert-butyl 3-hydroxypyrrolidine-1-carboxylate), ClC1=NC(=CC2=CC=CC=C12)C#N (1-chloroisoquinoline-3-carbonitrile). Solvent: CN1CCCC1=O (NMP). Run at temperature 140 celsius, time 1 hour. Yields the product C(#N)C=1N=C(C2=CC=CC=C2C1)O[C@H]1CN(CC1)C(=O)OC(C)(C)C ((R)-tert-butyl 3-((3-cyanoisoquinolin-1-yl)oxy)pyrrolidine-1-carboxylate). Reaction SMILES: [OH:1][C@@H:2]1[CH2:6][CH2:5][N:4]([C:7]([O:9][C:10]([CH3:13])([CH3:12])[CH3:11])=[O:8])[CH2:3]1.[H-].[Na+].Cl[C:17]1[C:26]2[C:21](=[CH:22][CH:23]=[CH:24][CH:25]=2)[CH:20]=[C:19]([C:27]#[N:28])[N:18]=1>CN1C(=O)CCC1>[C:27]([C:19]1[N:18]=[C:17]([O:1][C@@H:2]2[CH2:6][CH2:5][N:4]([C:7]([O:9][C:10]([CH3:13])([CH3:12])[CH3:11])=[O:8])[CH2:3]2)[C:26]2[C:21]([CH:20]=1)=[CH:22][CH:23]=[CH:24][CH:25]=2)#[N:28] |f:1.2|. Procedure details: A mixture of (R)-tert-butyl 3-hydroxypyrrolidine-1-carboxylate (496 mg, 2.65 mmol) in NMP (4 mL) at 0° C. was treated with NaH (106 mg, 2.65 mmol) and stirred for 1 hour. Next, 1-chloroisoquinoline-3-carbonitrile (500 mg, 2.65 mmol) was added and the reaction mixture was stirred at RT for 15 minutes and then heated at 140° C. for 15 minutes in a microwave reactor. The crude reaction mixture, which contained the title compound, was used directly in the next step. The reactants are Cc1[nH]c2ccc(OCCCl)cc2c1C(=O)OCc1ccccc1, CI, [H-], [Na+], CN(C)C=O, O. Product: Cc1c(C(=O)OCc2ccccc2)c2cc(OCCCl)ccc2n1C. RXN SMILES: [CH2:3]([c:4]1[cH:5][cH:6][cH:7][cH:8][cH:9]1)[O:10][C:11](=[O:12])[c:13]1[c:14]([CH3:26])[nH:15][c:16]2[cH:17][cH:18][c:19]([O:22][CH2:23][CH2:24][Cl:25])[cH:20][c:21]12.[CH3:27][I:28].[H-:2].[Na+:1].[O:30]=[CH:31][N:32]([CH3:33])[CH3:34].[OH2:29]>>[CH2:3]([c:4]1[cH:5][cH:6][cH:7][cH:8][cH:9]1)[O:10][C:11](=[O:12])[c:13]1[c:14]([CH3:26])[n:15]([CH3:27])[c:16]2[cH:17][cH:18][c:19]([O:22][CH2:23][CH2:24][Cl:25])[cH:20][c:21]12.